This data is from the Open Reaction Database (ORD), a public repository of structured organic reaction records. The task is: describe an organic reaction: reactants, conditions, products, and yield The product is CN1CCc2ccc(C(F)Cn3ccc(OCc4ccc(Br)cn4)cc3=O)cc2C1. Starting materials: CN1CCc2ccc(C(O)Cn3ccc(OCc4ccc(Br)cn4)cc3=O)cc2C1, COCCN(CCOC)S(F)(F)F, ClCCl. RXN SMILES: [Br:1][c:2]1[cH:3][cH:4][c:5]([CH2:8][O:9][c:10]2[cH:11][c:12](=[O:30])[n:13]([CH2:16][CH:17]([c:18]3[cH:19][cH:20][c:21]4[c:26]([cH:27]3)[CH2:25][N:24]([CH3:28])[CH2:23][CH2:22]4)[OH:29])[cH:14][cH:15]2)[n:6][cH:7]1.[CH3:31][O:32][CH2:33][CH2:34][N:35]([S:36]([F:37])([F:38])[F:41])[CH2:39][CH2:40][O:42][CH3:43].[Cl:44][CH2:45][Cl:46]>>[Br:1][c:2]1[cH:3][cH:4][c:5]([CH2:8][O:9][c:10]2[cH:11][c:12](=[O:30])[n:13]([CH2:16][CH:17]([c:18]3[cH:19][cH:20][c:21]4[c:26]([cH:27]3)[CH2:25][N:24]([CH3:28])[CH2:23][CH2:22]4)[F:41])[cH:14][cH:15]2)[n:6][cH:7]1. As a reaction SMILES: [CH3:35][N:36]([CH3:37])[CH:38]=[O:39].[CH3:3][c:4]1[c:5]2[c:6]3[c:7]([C:18](=[O:19])[O:20][CH2:21][CH3:22])[cH:8][cH:9][cH:10][c:11]3[nH:12][c:13]2[c:14]([CH3:17])[cH:15][cH:16]1.[H-:1].[Na+:2].[OH2:34].[c:23]1([CH3:33])[cH:24][cH:25][c:26]([S:29](=[O:30])(=[O:31])[Cl:32])[cH:27][cH:28]1>>[CH3:3][c:4]1[c:5]2[c:6]3[c:7]([C:18](=[O:19])[O:20][CH2:21][CH3:22])[cH:8][cH:9][cH:10][c:11]3[n:12]([S:29]([c:26]3[cH:25][cH:24][c:23]([CH3:33])[cH:28][cH:27]3)(=[O:30])=[O:31])[c:13]2[c:14]([CH3:17])[cH:15][cH:16]1. Reactants: CN(C)C=O, CCOC(=O)c1cccc2[nH]c3c(C)ccc(C)c3c12, [H-], [Na+], O, Cc1ccc(S(=O)(=O)Cl)cc1. Product: CCOC(=O)c1cccc2c1c1c(C)ccc(C)c1n2S(=O)(=O)c1ccc(C)cc1.